This data is from the Open Reaction Database (ORD), a public repository of structured organic reaction records. The task is: describe an organic reaction: reactants, conditions, products, and yield Starting materials: O1CC12CCN(CC2)C(=O)OC(C)(C)C (tert-butyl 1-oxa-6-azaspiro[2.5]octane-6-carboxylate), C(C)N (ethanamine), CO (methanol). Run at temperature 100 celsius. Yields the product C(C)NCC1(CCN(CC1)C(=O)OC(C)(C)C)O (tert-butyl 4-((ethylamino)methyl)-4-hydroxypiperidine-1-carboxylate). Reaction SMILES: [O:1]1[C:3]2([CH2:8][CH2:7][N:6]([C:9]([O:11][C:12]([CH3:15])([CH3:14])[CH3:13])=[O:10])[CH2:5][CH2:4]2)[CH2:2]1.[CH2:16]([NH2:18])[CH3:17].CO>>[CH2:16]([NH:18][CH2:2][C:3]1([OH:1])[CH2:8][CH2:7][N:6]([C:9]([O:11][C:12]([CH3:15])([CH3:14])[CH3:13])=[O:10])[CH2:5][CH2:4]1)[CH3:17]. Procedure: Into a 100 mL round bottom flask was placed tert-butyl 1-oxa-6-azaspiro[2.5]octane-6-carboxylate (2 g, 9.38 mmol). To this was added 2M ethanamine in methanol (23.44 ml, 46.9 mmol). A condenser was attached to the flask and the solution was stirred at reflux (100° C.) overnight. The solution was cooled and concentrated in vacuo to afford the title compound (2.4 g) which was carried forward without further purification. MS(ES)+ m/e 259.1 [M+H]+.